From a dataset of the Open Reaction Database (ORD), a public repository of structured organic reaction records. describe an organic reaction: reactants, conditions, products, and yield Product: CC12CCC3C(CCC4=C(N)C(=O)CCC43C)C1CCC2=O. Reactants: CCOCC, [Li], CC12CCC3C(C=CC4=C(N)C(=O)CCC43C)C1CCC2=O, N. Reaction SMILES: [CH3:25][CH2:26][O:27][CH2:28][CH3:29].[Li:24].[NH2:1][C:2]1=[C:3]2[CH:4]=[CH:5][CH:6]3[CH:7]4[CH2:8][CH2:9][C:10](=[O:22])[C:11]4([CH3:12])[CH2:13][CH2:14][CH:15]3[C:16]2([CH3:21])[CH2:17][CH2:18][C:19]1=[O:20].[NH3:23]>>[NH2:1][C:2]1=[C:3]2[CH2:4][CH2:5][CH:6]3[CH:7]4[CH2:8][CH2:9][C:10](=[O:22])[C:11]4([CH3:12])[CH2:13][CH2:14][CH:15]3[C:16]2([CH3:21])[CH2:17][CH2:18][C:19]1=[O:20]. Starting materials: FC(S(=O)(=O)OS(=O)(=O)C(F)(F)F)(F)F (Trifluoromethanesulphonic anhydride), COC1=C2C=CC=NC2=C(C=C1)O (5-methoxy-quinolin-8-ol), N1=CC=CC=C1 (pyridine). The solvent is ClCCl (dichloromethane). Conditions: time 16 hour. The product is COC1=C2C=CC=NC2=C(C=C1)OS(=O)(=O)C(F)(F)F (Trifluoromethanesulphonic acid 5-methoxy-quinolin-8-yl ester). The yield is 99.2%. RXN SMILES: [F:1][C:2]([F:15])([F:14])[S:3]([O:6]S(C(F)(F)F)(=O)=O)(=[O:5])=[O:4].[CH3:16][O:17][C:18]1[CH:27]=[CH:26][C:25](O)=[C:24]2[C:19]=1[CH:20]=[CH:21][CH:22]=[N:23]2.N1C=CC=CC=1>ClCCl>[CH3:16][O:17][C:18]1[CH:27]=[CH:26][C:25]([O:6][S:3]([C:2]([F:15])([F:14])[F:1])(=[O:5])=[O:4])=[C:24]2[C:19]=1[CH:20]=[CH:21][CH:22]=[N:23]2. Reported procedure: Trifluoromethanesulphonic anhydride (12 ml, 77.0 mmol) was added slowly, over approximately 5 minutes, to a stirred solution of 5-methoxy-quinolin-8-ol (Syn. Comm. 1997, 27(20), 3573-3579) (1.5 g, 8.6 mmol) and pyridine (5.5 ml, 68.5 mmol) in dichloromethane (34 ml) at 0° C., under nitrogen. The resulting mixture was allowed to warm to room temperature and stirred for a further 16 hours. The mixture was then partitioned between dichloromethane (100 ml) and saturated aqueous ammonium chloride sol... Reactants: ClC1=C(C(=O)O)C=CC=C1 (2-chlorobenzoic acid), FC1(CCC(CC1)C(CN)C=1C=NC(=NC1)C)F (2-(4,4-difluorocyclohexyl)-2-(2-methylpyrimidin-5-yl)ethanamine). The product is ClC1=C(C(=O)NCC(C=2C=NC(=NC2)C)C2CCC(CC2)(F)F)C=CC=C1 (2-chloro-N-(2-(4,4-difluorocyclohexyl)-2-(2-methylpyrimidin-5-yl)ethyl)benzamide). As a reaction SMILES: [Cl:1][C:2]1[CH:10]=[CH:9][CH:8]=[CH:7][C:3]=1[C:4]([OH:6])=O.[F:11][C:12]1([F:28])[CH2:17][CH2:16][CH:15]([CH:18]([C:21]2[CH:22]=[N:23][C:24]([CH3:27])=[N:25][CH:26]=2)[CH2:19][NH2:20])[CH2:14][CH2:13]1>>[Cl:1][C:2]1[CH:10]=[CH:9][CH:8]=[CH:7][C:3]=1[C:4]([NH:20][CH2:19][CH:18]([CH:15]1[CH2:16][CH2:17][C:12]([F:28])([F:11])[CH2:13][CH2:14]1)[C:21]1[CH:22]=[N:23][C:24]([CH3:27])=[N:25][CH:26]=1)=[O:6]. Procedure details: From 2-chlorobenzoic acid and 2-(4,4-difluorocyclohexyl)-2-(2-methylpyrimidin-5-yl)ethanamine. LCMS (MH+): m/z=394.1, tR (minutes, Method F)=2.1 Starting materials: CN(C)C=O, COCCCCl, [H-], [Na+], c1c[nH]cn1. Product: COCCCn1ccnc1. RXN SMILES: [CH3:14][N:15]([CH3:16])[CH:17]=[O:18].[Cl:8][CH2:9][CH2:10][CH2:11][O:12][CH3:13].[H-:6].[Na+:7].[nH:1]1[cH:2][n:3][cH:4][cH:5]1>>[n:1]1([CH2:9][CH2:10][CH2:11][O:12][CH3:13])[cH:2][n:3][cH:4][cH:5]1. Starting materials: C1COCCN1, C1CCOC1, CO, CCOC(C)=O, O=Cc1ccc2[nH]c(-c3n[nH]cc3NC(=O)c3c(F)cccc3F)nc2c1. Yields the product O=C(Nc1c[nH]nc1-c1nc2cc(CN3CCOCC3)ccc2[nH]1)c1c(F)cccc1F. Reaction SMILES: [CH2:28]1[CH2:29][O:30][CH2:31][CH2:32][NH:33]1.[CH2:36]1[O:37][CH2:38][CH2:39][CH2:40]1.[CH3:34][OH:35].[CH3:41][CH2:42][O:43][C:44]([CH3:45])=[O:46].[F:1][c:2]1[c:3]([C:4](=[O:5])[NH:6][c:7]2[c:8](-[c:12]3[n:13][c:14]4[c:15]([nH:16]3)[cH:17][cH:18][c:19]([CH:21]=[O:22])[cH:20]4)[n:9][nH:10][cH:11]2)[c:23]([F:27])[cH:24][cH:25][cH:26]1>>[F:1][c:2]1[c:3]([C:4](=[O:5])[NH:6][c:7]2[c:8](-[c:12]3[n:13][c:14]4[c:15]([nH:16]3)[cH:17][cH:18][c:19]([CH2:21][N:33]3[CH2:28][CH2:29][O:30][CH2:31][CH2:32]3)[cH:20]4)[n:9][nH:10][cH:11]2)[c:23]([F:27])[cH:24][cH:25][cH:26]1. Run at time 1 hour. Product: C(C)OC1C(COC1)OC=1C=C(C(=O)O)C=CC1OC (3-(4-Ethoxytetrahydrofuran-3-yloxy)-4-methoxybenzoic acid). Run in OCC(O)CO (glycerol). The reactants are C(C)OC1C(COC1)OC=1C=C(C#N)C=CC1OC (3-(4-ethoxytetrahydrofuran-3-yloxy)-4-methoxybenzonitrile), [OH-].[K+] (potassium hydroxide), O (water). Procedure details: 1.46 g (5.5 mmol) of 3-(4-ethoxytetrahydrofuran-3-yloxy)-4-methoxybenzonitrile (A7) and 3.0 g (55.0 mmol) of potassium hydroxide are heated at 140° C. for 3 h in 15 ml of glycerol. The mixture is treated with 50 ml of water, washed with 2×25 ml of ethyl acetate and the aqueous phase is acidified by dropwise addition of 30 ml of 2 N hydrochloric acid with ice-cooling. The mixture is subsequently stirred for 1 h, filtered and the precipitate is washed with ice water. 1.49 g of the title compound o... As a reaction SMILES: [CH2:1]([O:3][CH:4]1[CH2:8][O:7][CH2:6][CH:5]1[O:9][C:10]1[CH:11]=[C:12]([CH:15]=[CH:16][C:17]=1[O:18][CH3:19])[C:13]#N)[CH3:2].[OH-:20].[K+].[OH2:22]>OCC(CO)O>[CH2:1]([O:3][CH:4]1[CH2:8][O:7][CH2:6][CH:5]1[O:9][C:10]1[CH:11]=[C:12]([CH:15]=[CH:16][C:17]=1[O:18][CH3:19])[C:13]([OH:22])=[O:20])[CH3:2] |f:1.2|. The reactants are CC(C)(C)OC(=O)Nc1cnc(Cl)cc1C(=O)O, ClCCl, O=C(O)C(F)(F)F. Yields the product Nc1cnc(Cl)cc1C(=O)O. Reaction SMILES: [C:1]([O:2][C:3](=[O:4])[NH:8][c:9]1[c:10]([C:16](=[O:17])[OH:18])[cH:11][c:12]([Cl:15])[n:13][cH:14]1)([CH3:5])([CH3:6])[CH3:7].[Cl:26][CH2:27][Cl:28].[OH:19][C:20]([C:21]([F:22])([F:23])[F:24])=[O:25]>>[NH2:8][c:9]1[c:10]([C:16](=[O:17])[OH:18])[cH:11][c:12]([Cl:15])[n:13][cH:14]1. Starting materials: C[Re](=O)(=O)=O, COc1ccc(C(=O)Cc2c(Cl)cncc2Cl)c2c1OCC1(CCOCC1)CO2, ClCCl, O=[Mn]=O, OO. The product is COc1ccc(C(=O)Cc2c(Cl)c[n+]([O-])cc2Cl)c2c1OCC1(CCOCC1)CO2. Reaction SMILES: [CH3:35][Re:36](=[O:37])(=[O:38])=[O:39].[Cl:1][c:2]1[cH:3][n:4][cH:5][c:6]([Cl:29])[c:7]1[CH2:8][C:9](=[O:10])[c:11]1[cH:12][cH:13][c:14]([O:27][CH3:28])[c:15]2[c:21]1[O:20][CH2:19][C:18]1([CH2:17][O:16]2)[CH2:22][CH2:23][O:24][CH2:25][CH2:26]1.[Cl:32][CH2:33][Cl:34].[O:40]=[Mn:41]=[O:42].[OH:30][OH:31]>>[Cl:1][c:2]1[cH:3][n+:4]([O-:30])[cH:5][c:6]([Cl:29])[c:7]1[CH2:8][C:9](=[O:10])[c:11]1[cH:12][cH:13][c:14]([O:27][CH3:28])[c:15]2[c:21]1[O:20][CH2:19][C:18]1([CH2:17][O:16]2)[CH2:22][CH2:23][O:24][CH2:25][CH2:26]1. The reactants are C1CCOC1, COC(=O)c1sc(-n2cnc(Nc3ccccc3)n2)cc1O, CC(O)c1ccccc1Cl, CCOC(=O)N=NC(=O)OCC, CN(C)C=O, c1ccc(P(c2ccccc2)c2ccccc2)cc1. Product: COC(=O)c1sc(-n2cnc(Nc3ccccc3)n2)cc1OC(C)c1ccccc1Cl. As a reaction SMILES: [CH2:64]1[O:65][CH2:66][CH2:67][CH2:68]1.[CH3:42][O:43][C:44](=[O:45])[c:46]1[s:47][c:48](-[n:52]2[n:53][c:54]([NH:57][c:58]3[cH:59][cH:60][cH:61][cH:62][cH:63]3)[n:55][cH:56]2)[cH:49][c:50]1[OH:51].[Cl:20][c:21]1[c:22]([CH:27]([CH3:28])[OH:29])[cH:23][cH:24][cH:25][cH:26]1.[O:30]=[C:31]([O:32][CH2:33][CH3:34])[N:35]=[N:36][C:37]([O:38][CH2:39][CH3:40])=[O:41].[O:69]=[CH:70][N:71]([CH3:72])[CH3:73].[c:1]1([P:2]([c:3]2[cH:4][cH:5][cH:6][cH:7][cH:8]2)[c:9]2[cH:10][cH:11][cH:12][cH:13][cH:14]2)[cH:15][cH:16][cH:17][cH:18][cH:19]1>>[Cl:20][c:21]1[c:22]([CH:27]([CH3:28])[O:29][c:50]2[c:46]([C:44]([O:43][CH3:42])=[O:45])[s:47][c:48](-[n:52]3[n:53][c:54]([NH:57][c:58]4[cH:59][cH:60][cH:61][cH:62][cH:63]4)[n:55][cH:56]3)[cH:49]2)[cH:23][cH:24][cH:25][cH:26]1. The reactants are FC1=C(N)C=C(C(=C1)C)N1C=CN2N=C(C=C21)C=2C=NC=CC2 (2-Fluoro-4-methyl-5-[6-(pyridin-3-yl)-1H-imidazo[1,2-b]pyrazol-1-yl]aniline), C(#N)C=1C=C(C(=O)O)C=C(C1)S(F)(F)(F)(F)F (3-Cyano-5-(pentafluoro-λ6-sulphanyl)benzoic acid). Yields the product C(#N)C=1C=C(C(=O)NC2=C(C=C(C(=C2)N2C=CN3N=C(C=C32)C=3C=NC=CC3)C)F)C=C(C1)S(F)(F)(F)(F)F (3-Cyano-N-{2-fluoro-4-methyl-5-[6-(pyridin-3-yl)-1H-imidazo[1,2-b]pyrazol-1-yl]phenyl}-5-(pentafluoro-λ6-sulphanyl)benzamide). Reaction SMILES: [F:1][C:2]1[CH:8]=[C:7]([CH3:9])[C:6]([N:10]2[C:17]3[N:13]([N:14]=[C:15]([C:18]4[CH:19]=[N:20][CH:21]=[CH:22][CH:23]=4)[CH:16]=3)[CH:12]=[CH:11]2)=[CH:5][C:3]=1[NH2:4].[C:24]([C:26]1[CH:27]=[C:28]([CH:32]=[C:33]([S:35]([F:40])([F:39])([F:38])([F:37])[F:36])[CH:34]=1)[C:29](O)=[O:30])#[N:25]>>[C:24]([C:26]1[CH:27]=[C:28]([CH:32]=[C:33]([S:35]([F:39])([F:40])([F:36])([F:37])[F:38])[CH:34]=1)[C:29]([NH:4][C:3]1[CH:5]=[C:6]([N:10]2[C:17]3[N:13]([N:14]=[C:15]([C:18]4[CH:19]=[N:20][CH:21]=[CH:22][CH:23]=4)[CH:16]=3)[CH:12]=[CH:11]2)[C:7]([CH3:9])=[CH:8][C:2]=1[F:1])=[O:30])#[N:25]. Procedure: 55 mg (0.18 mmol) of the compound of Example 12A and 58 mg (85% pure, 0.18 mmol) of the compound of Example 23A were reacted and worked up analogously to the procedure of Example 38. This gave 43 mg (42% of theory) of the title compound.